From a dataset of the Open Reaction Database (ORD), a public repository of structured organic reaction records. describe an organic reaction: reactants, conditions, products, and yield The reactants are CC1=C(C(=O)C2=C(C1=O)N3C[C@H]4[C@@H]([C@@]3([C@@H]2COC(=O)N)OC)N4)OC (mitomycin A), NC=1C=NC=CC1 (3-aminopyridine). The solvent is CO (methanol). Run at time 44 hour. Yields the product C(N)(O)=O.OCC1C2(N(C=3C(C(=C(C(C13)=O)NC=1C=NC=CC1)C)=O)CC1C2N1)OC (1,1a,2,8,8a,8b-Hexahydro-8-(hydroxymethyl)-8a-methoxy-5-methyl-6-(3-pyridylamino)-azirino[2',3':3,4]pyrrolo-[1,2-a]indole-4,7-dione carbamate). Yield: 104.1%. Reaction SMILES: [CH3:1][C:2]1[C:8](=[O:9])[C:7]2[N:10]3[C@@:14]([O:21][CH3:22])([C@H:15]([CH2:16][O:17][C:18]([NH2:20])=[O:19])[C:6]=2[C:4](=[O:5])[C:3]=1OC)[C@H:13]1[NH:23][C@H:12]1[CH2:11]3.[NH2:26][C:27]1[CH:28]=[N:29][CH:30]=[CH:31][CH:32]=1>CO>[C:18](=[O:17])([OH:19])[NH2:20].[OH:17][CH2:16][CH:15]1[C:6]2[C:4](=[O:5])[C:3]([NH:26][C:27]3[CH:28]=[N:29][CH:30]=[CH:31][CH:32]=3)=[C:2]([CH3:1])[C:8](=[O:9])[C:7]=2[N:10]2[CH2:11][CH:12]3[NH:23][CH:13]3[C:14]12[O:21][CH3:22] |f:3.4|. Reported procedure: To a solution of 60 mg mitomycin A (0.17 mmol) in 5 ml of anhydrous methanol was added 61 mg of 3-aminopyridine (1.2 mmol) with stirring. The progress of the reaction was checked periodically by TLC and the reaction appeared to be complete after 44 hours. The solvent was removed by evaporation under reduced pressure and the residue was chromatographed using silica-gel as adsorbent. The fraction obtained by eluting the column with a mixture of ethyl acetate and acetone (10:1 by volume) was evapor... Starting materials: C1(CCCCC1)CN1C(=NC2=C1C=C(C(=C2)F)F)C=2C(=NC=CC2)OCC2CCCC2 (1-Cyclohexylmethyl-2-(2-cyclopentylmethoxy-pyridin-3-yl)-5,6-difluoro-1H-benzoimidazole), ClC=1C=C(CN2C(=NC3=C2C=C(C(=C3)F)F)C=3C(=NC=CC3)OCC3=CC=C(C=C3)OC)C=CC1 (1-(3-chloro-benzyl)-5,6-difluoro-2-[2-(4-methoxy-benzyloxy)-pyridin-3-yl]-1H-benzoimidazole), powder. The product is ClC=1C=C(CN2C(=NC3=C2C=C(C(=C3)F)F)C=3C(=NC=CC3)O)C=CC1 (3-[1-(3-Chloro-benzyl)-5,6-difluoro-1H-benzoimidazol-2-yl]-pyridin-2-ol). As a reaction SMILES: C1(CN2C3C=C(F)C(F)=CC=3N=C2C2C(OCC3CCCC3)=NC=CC=2)CCCCC1.[Cl:32][C:33]1[CH:34]=[C:35]([CH:64]=[CH:65][CH:66]=1)[CH2:36][N:37]1[C:41]2[CH:42]=[C:43]([F:47])[C:44]([F:46])=[CH:45][C:40]=2[N:39]=[C:38]1[C:48]1[C:49]([O:54]CC2C=CC(OC)=CC=2)=[N:50][CH:51]=[CH:52][CH:53]=1>>[Cl:32][C:33]1[CH:34]=[C:35]([CH:64]=[CH:65][CH:66]=1)[CH2:36][N:37]1[C:41]2[CH:42]=[C:43]([F:47])[C:44]([F:46])=[CH:45][C:40]=2[N:39]=[C:38]1[C:48]1[C:49]([OH:54])=[N:50][CH:51]=[CH:52][CH:53]=1. Reported procedure: The title compound was prepared in analogy to Example 5, intermediate b, from 1-(3-chloro-benzyl)-5,6-difluoro-2-[2-(4-methoxy-benzyloxy)-pyridin-3-yl]-1H-benzoimidazole. Colorless powder (27%). MS (Turbo Spray): m/z=372.3 (M+H). As a reaction SMILES: C[O:2][C:3](=O)[CH2:4][CH2:5][CH2:6][C@H:7]1[CH2:11][CH2:10][C@@H:9]([C:12]2[CH:17]=[CH:16][C:15]([F:18])=[CH:14][CH:13]=2)[N:8]1[S:19]([C:22]1[CH:27]=[CH:26][C:25]([CH3:28])=[CH:24][CH:23]=1)(=[O:21])=[O:20].[H-].[Al+3].[Li+].[H-].[H-].[H-]>C1COCC1>[F:18][C:15]1[CH:14]=[CH:13][C:12]([C@H:9]2[N:8]([S:19]([C:22]3[CH:23]=[CH:24][C:25]([CH3:28])=[CH:26][CH:27]=3)(=[O:21])=[O:20])[C@@H:7]([CH2:6][CH2:5][CH2:4][CH2:3][OH:2])[CH2:11][CH2:10]2)=[CH:17][CH:16]=1 |f:1.2.3.4.5.6|. Yields the product FC1=CC=C(C=C1)[C@@H]1CC[C@@H](N1S(=O)(=O)C1=CC=C(C=C1)C)CCCCO ((2S,5S)-4-[5-(4-Fluoro-phenyl)-1-(toluene-4-sulfonyl)-pyrrolidin-2-yl]-butan-1-ol). Run in C1CCOC1 (THF). Starting materials: COC(CCC[C@@H]1N([C@@H](CC1)C1=CC=C(C=C1)F)S(=O)(=O)C1=CC=C(C=C1)C)=O ((2S,5S)-4-[5-(4-fluoro-phenyl)-1-(toluene-4-sulfonyl)-pyrrolidin-2-yl]-butyric acid methyl ester), [H-].[Al+3].[Li+].[H-].[H-].[H-] (lithium aluminum hydride). Procedure: Reduction of (2S,5S)-4-[5-(4-fluoro-phenyl)-1-(toluene-4-sulfonyl)-pyrrolidin-2-yl]-butyric acid methyl ester with lithium aluminum hydride (1.5 eq.) in THF at RT, aqueous work-up and purification by column chromatography yielded the title compound as a colorless oil, MS: m/e=392.3 (M+H+) and [α]D20=−80.1° (c=1.0870 in chloroform).